describe an organic reaction: reactants, conditions, products, and yield From a dataset of the Open Reaction Database (ORD), a public repository of structured organic reaction records. Reactants: C(C)(C)(C)OC(=O)N1C2C3C=CC(C2C1=O)C3 (4-Oxo-3-aza-tricyclo[4.2.1.0(2,5)]non-7-ene-3-carboxylic acid tert-butyl ester), [OH-].[Li+] (Lithium hydroxide), O1CCCC1 (Tetrahydrofuran), Cl (HCl), [Li+].[OH-] (LiOH). Run in C(Cl)Cl (CH2Cl2), O (Water), ice water. Reaction conditions: time 8 hour. Yields the product C(C)(C)(C)OC(=O)NC1C(C2C=CC1C2)C(=O)O (3-tert-Butoxycarbonylamino-bicyclo[2.2.1]hept-5-ene-2-carboxylic acid). Reaction SMILES: [C:1]([O:5][C:6]([N:8]1[C:15](=[O:16])[CH:14]2[CH:9]1[CH:10]1[CH2:17][CH:13]2[CH:12]=[CH:11]1)=[O:7])([CH3:4])([CH3:3])[CH3:2].[O:18]1CCCC1.[OH-].[Li+].Cl>O.C(Cl)Cl>[C:1]([O:5][C:6]([NH:8][CH:9]1[CH:10]2[CH2:17][CH:13]([CH:12]=[CH:11]2)[CH:14]1[C:15]([OH:18])=[O:16])=[O:7])([CH3:4])([CH3:3])[CH3:2] |f:2.3|. Procedure: Combine 4-Oxo-3-aza-tricyclo[4.2.1.0(2,5)]non-7-ene-3-carboxylic acid tert-butyl ester (60.94 g, 0.2590 mol;) and Tetrahydrofuran (800 mL, 10 mol;) in 2 L Ehrlenmeyer flask. Addition of 1.00 M of Lithium hydroxide in Water (780 mL) gave a slight exotherm and the flask was cooled during addition of LiOH solution with an ice water bath. The mixture was then warmed to rt following addition and stirred at room temperature overnight. Cooled 0° C. in ice/water bath. Added conc HCl to pH 2. A milky whi...